This data is from the Open Reaction Database (ORD), a public repository of structured organic reaction records. The task is: describe an organic reaction: reactants, conditions, products, and yield The reactants are CN(C)CC1=CN=C2N1C(=CC=C2)SCCCCN2C(N1C(S(CCC1)(=O)=O)=C(C2=O)C2=CC=CC=C2)=O (7-[4-(3-dimethylaminomethylimidazo[1,2-a]pyridin-5-ylthio)butyl]-1,1-dioxo-9-phenyl-3,4-dihydro-2H,6H-pyrimido[6,1-b][1,3]thiazine-6,8(7H)-dione), Cl (hydrochloric acid). The solvent is CO (methanol). Product: Cl.Cl.CN(C)CC1=CN=C2N1C(=CC=C2)SCCCCN2C(N1C(S(CCC1)(=O)=O)=C(C2=O)C2=CC=CC=C2)=O (7-[4-(3-dimethylaminomethylimidazo[1,2-a]pyridin-5-ylthio)butyl]1,1-dioxo-9-phenyl-3,4-dihydro-2H,6H-pyrimido[6,1-b][1,3]thiazine-6,8(7H)-dione dihydrochloride). As a reaction SMILES: [CH3:1][N:2]([CH2:4][C:5]1[N:9]2[C:10]([S:14][CH2:15][CH2:16][CH2:17][CH2:18][N:19]3[C:30](=[O:31])[C:29]([C:32]4[CH:37]=[CH:36][CH:35]=[CH:34][CH:33]=4)=[C:22]4[S:23](=[O:28])(=[O:27])[CH2:24][CH2:25][CH2:26][N:21]4[C:20]3=[O:38])=[CH:11][CH:12]=[CH:13][C:8]2=[N:7][CH:6]=1)[CH3:3].[ClH:39]>CO>[ClH:39].[ClH:39].[CH3:1][N:2]([CH2:4][C:5]1[N:9]2[C:10]([S:14][CH2:15][CH2:16][CH2:17][CH2:18][N:19]3[C:30](=[O:31])[C:29]([C:32]4[CH:33]=[CH:34][CH:35]=[CH:36][CH:37]=4)=[C:22]4[S:23](=[O:28])(=[O:27])[CH2:24][CH2:25][CH2:26][N:21]4[C:20]3=[O:38])=[CH:11][CH:12]=[CH:13][C:8]2=[N:7][CH:6]=1)[CH3:3] |f:3.4.5|. Reported procedure: To a solution of 0.40 g (0.722 mmol) of 7-[4-(3-dimethylaminomethylimidazo[1,2-a]pyridin-5-ylthio)butyl]-1,1-dioxo-9-phenyl-3,4-dihydro-2H,6H-pyrimido[6,1-b][1,3]thiazine-6,8(7H)-dione in 10 ml of methanol, 0.18 ml (2.2 mmol) of concentrated hydrochloric acid was added. After the reaction mixture was concentrated to dryness, the residue was washed with diethyl ether to yield 0.36 g (79.5%, light white foamy substance) of the desired product.